From a dataset of the Open Reaction Database (ORD), a public repository of structured organic reaction records. describe an organic reaction: reactants, conditions, products, and yield Procedure: A mixture of 1.00 g (2.8 mmol) of 3,6-diethyl-5-iodo-2-phenyl-4(3H)-pyrimidinone, 1.08 g (5.7 mmol) of copper (I) iodide, 1.54 g (11.3 mmol) of sodium trifluoroacetate and 8 mL of anhydrous N-methylpyrrolidinone was heated at 175 C for 2 h. The mixture was cooled, diluted with 175 mL of ether, washed with four 50 mL portions of water and dried over MgSO4. Removal of the solvent on the rotovap afforded 0.92 g of crude product as a brown oil. This material was purified by flash chromatography on a... Isolated yield 42.2%. Reactants: C(C)N1C(=NC(=C(C1=O)I)CC)C1=CC=CC=C1 (3,6-diethyl-5-iodo-2-phenyl-4(3H)-pyrimidinone), FC(C(=O)[O-])(F)F.[Na+] (sodium trifluoroacetate), CN1C(CCC1)=O (N-methylpyrrolidinone). Reagents/catalysts: [Cu]I (copper (I) iodide). RXN SMILES: [CH2:1]([N:3]1[C:8](=[O:9])[C:7](I)=[C:6]([CH2:11][CH3:12])[N:5]=[C:4]1[C:13]1[CH:18]=[CH:17][CH:16]=[CH:15][CH:14]=1)[CH3:2].[F:19][C:20]([F:25])([F:24])C([O-])=O.[Na+].CN1CCCC1=O>CCOCC.[Cu]I>[CH2:1]([N:3]1[C:8](=[O:9])[C:7]([C:20]([F:25])([F:24])[F:19])=[C:6]([CH2:11][CH3:12])[N:5]=[C:4]1[C:13]1[CH:18]=[CH:17][CH:16]=[CH:15][CH:14]=1)[CH3:2] |f:1.2|. Product: C(C)N1C(=NC(=C(C1=O)C(F)(F)F)CC)C1=CC=CC=C1 (3,6-diethyl-2-phenyl-5-trifluoromethyl-4(3H)-pyrimidinone). The solvent is CCOCC (ether). Starting materials: CCCCCCCN, CN(C)C=O, COC(=O)C(=Cc1ccc(-c2cccc(N(C)C(=O)Oc3ccc([N+](=O)[O-])cc3)c2)cc1)OC, O. Product: CCCCCCCNC(=O)N(C)c1cccc(-c2ccc(C=C(OC)C(=O)OC)cc2)c1. Reaction SMILES: [CH2:1]([CH2:2][CH2:3][CH2:4][CH2:5][CH2:6][CH3:7])[NH2:8].[CH3:44][N:45]([CH3:46])[CH:47]=[O:48].[CH3:9][O:10][C:11]([C:12](=[O:13])[O:14][CH3:15])=[CH:16][c:17]1[cH:18][cH:19][c:20](-[c:23]2[cH:24][c:25]([N:29]([C:30](=[O:31])[O:32][c:33]3[cH:34][cH:35][c:36]([N+:37]([O-:38])=[O:39])[cH:40][cH:41]3)[CH3:42])[cH:26][cH:27][cH:28]2)[cH:21][cH:22]1.[OH2:43]>>[CH2:1]([CH2:2][CH2:3][CH2:4][CH2:5][CH2:6][CH3:7])[NH:8][C:30]([N:29]([c:25]1[cH:24][c:23](-[c:20]2[cH:19][cH:18][c:17]([CH:16]=[C:11]([O:10][CH3:9])[C:12](=[O:13])[O:14][CH3:15])[cH:22][cH:21]2)[cH:28][cH:27][cH:26]1)[CH3:42])=[O:31].